Dataset: the Open Reaction Database (ORD), a public repository of structured organic reaction records. Task: describe an organic reaction: reactants, conditions, products, and yield Reactants: C(=O)(C(F)(F)F)O (TFA), C(#N)CC1(CN(C1)C1=CC=C(C(=O)O)C=C1)N1N=CC(=C1)C=1C2=C(N=CN1)N(C=C2)COCC[Si](C)(C)C (4-{3-(cyanomethyl)-3-[4-(7-{[2-(trimethylsilyl)ethoxy]methyl}-7H-pyrrolo[2,3-d]pyrimidin-4-yl)-1H-pyrazol-1-yl]azetidin-1-yl}benzoic acid), C[C@H](CC)N ((2R)-butan-2-amine). Yields the product FC(C(=O)O)(F)F.FC(C(=O)O)(F)F.C(#N)CC1(CN(C1)C1=CC=C(C(=O)N[C@@H](CC)C)C=C1)N1N=CC(=C1)C=1C2=C(N=CN1)NC=C2 (4-{3-(Cyanomethyl)-3-[4-(7H-pyrrolo[2,3-d]pyrimidin-4-yl)-1H-pyrazol-1-yl]azetidin-1-yl}-N-[(1R)-1-methylpropyl]benzamide bis(trifluoroacetate)). RXN SMILES: [C:1]([OH:7])([C:3]([F:6])([F:5])[F:4])=[O:2].[C:8]([CH2:10][C:11]1([N:24]2[CH:28]=[C:27]([C:29]3[C:30]4[CH:37]=[CH:36][N:35](COCC[Si](C)(C)C)[C:31]=4[N:32]=[CH:33][N:34]=3)[CH:26]=[N:25]2)[CH2:14][N:13]([C:15]2[CH:23]=[CH:22][C:18]([C:19]([OH:21])=O)=[CH:17][CH:16]=2)[CH2:12]1)#[N:9].[CH3:46][C@@H:47]([NH2:50])[CH2:48][CH3:49]>>[F:4][C:3]([F:6])([F:5])[C:1]([OH:7])=[O:2].[F:4][C:3]([F:6])([F:5])[C:1]([OH:7])=[O:2].[C:8]([CH2:10][C:11]1([N:24]2[CH:28]=[C:27]([C:29]3[C:30]4[CH:37]=[CH:36][NH:35][C:31]=4[N:32]=[CH:33][N:34]=3)[CH:26]=[N:25]2)[CH2:12][N:13]([C:15]2[CH:23]=[CH:22][C:18]([C:19]([NH:50][C@H:47]([CH3:46])[CH2:48][CH3:49])=[O:21])=[CH:17][CH:16]=2)[CH2:14]1)#[N:9] |f:3.4.5|. Procedure details: This compound was prepared as TFA salt by using procedures analogous to those described for the synthesis of Example 19, Step 3 started from 4-{3-(cyanomethyl)-3-[4-(7-{[2-(trimethylsilyl)ethoxy]methyl}-7H-pyrrolo[2,3-d]pyrimidin-4-yl)-1H-pyrazol-1-yl]azetidin-1-yl}benzoic acid and (2R)-butan-2-amine (Aldrich: Cat. #296651). LCMS (M+H)+: m/z=455.2. 1H NMR (500 MHz, DMSO-d6) δ 12.36 (s, 1H), 8.99 (s, 1H), 8.76 (s, 1H), 8.50 (s, 1H), 7.81 (d, J=8.2 Hz, 1H), 7.76 (d, J=8.7 Hz, 2H), 7.68 (dd, J=3.3,... Reactants: aqueous solution, C(CC(O)(C(=O)O)CC(=O)O)(=O)O (citric acid), F[B-](F)(F)F.N1(N=NC2=C1C=CC=C2)OC(=[N+](C)C)N(C)C (O-(benzotriazol-1-yl)-N,N,N′,N′-tetramethyluronium tetrafluoroborate), C(C)(C)N(CC)C(C)C (diisopropylethylamine), C(C1=CC=CC=C1)N1CCN(CC1)C(C(=O)O)CNC(C1=CC=C(C=C1)OCC=1C(=NN2C1C=CC=C2)C(F)(F)F)=O (2-(4-benzylpiperazin-1-yl)-3-[4-(2-trifluoromethylpyrazolo[1,5-a]pyridin-3-ylmethoxy)benzoylamino]propanoic acid), C(O)([O-])=O.[Na+] (sodium hydrogen carbonate), [Si](C)(C)(C(C)(C)C)ON (O-tert-butyldimethylsilylhydroxylamine). Solvent: O (water), CN(C=O)C (dimethylformamide), CN(C=O)C (dimethylformamide). Conditions: time 20 minute. The product is C(C1=CC=CC=C1)N1CCN(CC1)C(CNC(C1=CC=C(C=C1)OCC=1C(=NN2C1C=CC=C2)C(F)(F)F)=O)C(NO)=O (N-[2-(4-benzylpiperazin-1-yl)-2-hydroxycarbamoylethyl]-4-(2-trifluoromethylpyrazolo-[1,5-a]-pyridin-3-ylmethoxy)benzamide). The yield is 22.9%. RXN SMILES: F[B-](F)(F)F.[N:6]1([O:15]C(N(C)C)=[N+](C)C)C2C=CC=CC=2N=N1.C(N(C(C)C)CC)(C)C.[CH2:32]([N:39]1[CH2:44][CH2:43][N:42]([CH:45]([CH2:49][NH:50][C:51](=[O:73])[C:52]2[CH:57]=[CH:56][C:55]([O:58][CH2:59][C:60]3[C:61]([C:69]([F:72])([F:71])[F:70])=[N:62][N:63]4[CH:68]=[CH:67][CH:66]=[CH:65][C:64]=34)=[CH:54][CH:53]=2)[C:46](O)=[O:47])[CH2:41][CH2:40]1)[C:33]1[CH:38]=[CH:37][CH:36]=[CH:35][CH:34]=1.[Si](ON)(C(C)(C)C)(C)C.C(O)(=O)CC(CC(O)=O)(C(O)=O)O.C(=O)([O-])O.[Na+]>CN(C)C=O.O>[CH2:32]([N:39]1[CH2:44][CH2:43][N:42]([CH:45]([C:46](=[O:47])[NH:6][OH:15])[CH2:49][NH:50][C:51](=[O:73])[C:52]2[CH:57]=[CH:56][C:55]([O:58][CH2:59][C:60]3[C:61]([C:69]([F:71])([F:72])[F:70])=[N:62][N:63]4[CH:68]=[CH:67][CH:66]=[CH:65][C:64]=34)=[CH:54][CH:53]=2)[CH2:41][CH2:40]1)[C:33]1[CH:34]=[CH:35][CH:36]=[CH:37][CH:38]=1 |f:0.1,6.7|. Procedure details: 106 g (0.3 mmol) of O-(benzotriazol-1-yl)-N,N,N′,N′-tetramethyluronium tetrafluoroborate and 0.2 ml (1.2 mmol) of diisopropylethylamine are added to a solution of 190 mg (0.3 mmol) of 2-(4-benzylpiperazin-1-yl)-3-[4-(2-trifluoromethylpyrazolo[1,5-a]pyridin-3-ylmethoxy)benzoylamino]propanoic acid in 10 ml of dimethylformamide. After stirring for 20 minutes at ambient temperature, 53 mg (0.4 mmol) of O-tert-butyldimethylsilylhydroxylamine diluted in 3 ml of dimethylformamide are added. The reactio... Starting materials: compound B, FC1=CC=C(C=C1)C1=CC2=C(N(C3=CC=C(C=C23)C2=NNC=C2)C)N(C1=O)C (3-(4-fluorophenyl)-1,9-dimethyl-6-(1H-pyrazol-3-yl)-1,9-dihydropyrido[2,3-b]indol-2-one), COCBr (bromomethyl methyl ether), [H-].[Na+] (NaH), C1COC2=CC=CC=C2OCCOCCOC3=CC=CC=C3OCCO1 (dibenzo-18-crown-6), C(=O)(O)[O-].[Na+] (NaHCO3). Solvent: CN(C)C=O (DMF). Run at time 5 minute. Yields the product FC1=CC=C(C=C1)C1=CC2=C(N(C3=CC=C(C=C23)C2=NN(C=C2)COC)C)N(C1=O)C (3-(4-Fluorophenyl)-6-(1-methoxymethyl-1H-pyrazol-3-yl)-1,9-dimethyl-1,9-dihydropyrido[2,3-b]indol-2-one). As a reaction SMILES: [F:1][C:2]1[CH:7]=[CH:6][C:5]([C:8]2[C:26](=[O:27])[N:25]([CH3:28])[C:11]3[N:12]([CH3:24])[C:13]4[C:18]([C:10]=3[CH:9]=2)=[CH:17][C:16]([C:19]2[CH:23]=[CH:22][NH:21][N:20]=2)=[CH:15][CH:14]=4)=[CH:4][CH:3]=1.[H-].[Na+].C1OCCOC2C(=CC=CC=2)OCCOCCOC2[C:34](=CC=CC=2)[O:33][CH2:32]1.COCBr.C([O-])(O)=O.[Na+]>CN(C=O)C>[F:1][C:2]1[CH:7]=[CH:6][C:5]([C:8]2[C:26](=[O:27])[N:25]([CH3:28])[C:11]3[N:12]([CH3:24])[C:13]4[C:18]([C:10]=3[CH:9]=2)=[CH:17][C:16]([C:19]2[CH:23]=[CH:22][N:21]([CH2:32][O:33][CH3:34])[N:20]=2)=[CH:15][CH:14]=4)=[CH:4][CH:3]=1 |f:1.2,5.6|. Procedure details: 303 mg (0.81 mmol) of compound B 3-(4-fluorophenyl)-1,9-dimethyl-6-(1H-pyrazol-3-yl)-1,9-dihydropyrido[2,3-b]indol-2-one are dissolved in 8 ml of DMF. 50 mg (1.22 mmol) of 60% NaH and a spatula of dibenzo-18-crown-6 are added. After stirring for 5 minutes, 73 μl (0.89 mmol) of bromomethyl methyl ether are added. The mixture is left to stir for 4 h at ambient temperature. A saturated NaHCO3 solution is added, the mixture extracted with EtOAc, and the organic phase is dried over MgSO4, filtered, a... Starting materials: C1CCOC1, [Li]CCCC, CSSC, Clc1ccnc2ccsc12. Product: CSc1cc2nccc(Cl)c2s1. RXN SMILES: [CH2:20]1[O:21][CH2:22][CH2:23][CH2:24]1.[CH3:11][CH2:12][CH2:13][CH2:14][Li:15].[CH3:16][S:17][S:18][CH3:19].[Cl:1][c:2]1[c:3]2[c:4]([n:5][cH:6][cH:7]1)[cH:8][cH:9][s:10]2>>[Cl:1][c:2]1[c:3]2[c:4]([n:5][cH:6][cH:7]1)[cH:8][c:9]([S:17][CH3:16])[s:10]2. Reactants: C(C)N(CCN(C(C1=CC=C(C=C1)F)=O)C1=CC=CC2=CC=CC=C12)CC (N-[2-(diethylamino)ethyl]-4-fluoro-N-(1-naphthalenyl)benzamide), N1C=NC=C1 (imidazole), C([O-])([O-])=O.[K+].[K+] (potassium carbonate), CS(=O)C (dimethylsulfoxide). The solvent is O (water), C(Cl)Cl (methylene chloride), CO (methanol). Run at temperature 150 celsius. Product: C(C)N(CCN(C(C1=CC=C(C=C1)N1C=NC=C1)=O)C1=CC=CC2=CC=CC=C12)CC (N-[2-(Diethylamino)ethyl]-4-(1H-imidazol-1-yl)-N-(1naphthalenyl)benzamide). RXN SMILES: [CH2:1]([N:3]([CH2:26][CH3:27])[CH2:4][CH2:5][N:6]([C:16]1[C:25]2[C:20](=[CH:21][CH:22]=[CH:23][CH:24]=2)[CH:19]=[CH:18][CH:17]=1)[C:7](=[O:15])[C:8]1[CH:13]=[CH:12][C:11](F)=[CH:10][CH:9]=1)[CH3:2].[NH:28]1[CH:32]=[CH:31][N:30]=[CH:29]1.C(=O)([O-])[O-].[K+].[K+].CS(C)=O>O.CO.C(Cl)Cl>[CH2:1]([N:3]([CH2:26][CH3:27])[CH2:4][CH2:5][N:6]([C:16]1[C:25]2[C:20](=[CH:21][CH:22]=[CH:23][CH:24]=2)[CH:19]=[CH:18][CH:17]=1)[C:7](=[O:15])[C:8]1[CH:13]=[CH:12][C:11]([N:28]2[CH:32]=[CH:31][N:30]=[CH:29]2)=[CH:10][CH:9]=1)[CH3:2] |f:2.3.4|. Procedure: A mixture of 6.0 g (16.5 mmol) N-[2-(diethylamino)ethyl]-4-fluoro-N-(1-naphthalenyl)benzamide, 1.68 g (24.7 mmol) of imidazole, 4.55 g (33 mmol) of anhydrous potassium carbonate and 6.0 mL of dimethylsulfoxide is heated to 150° C. for 18 hr. After this time, the reaction mixture is dissolved in 150 mL water, 100 mL methylene chloride and 40 mL of methanol. The organic is dried over sodium sulfate, filtered and the solvent distilled in vacuo. The residue is recrystallized from acetone to provide ...